describe an organic reaction: reactants, conditions, products, and yield From a dataset of the Open Reaction Database (ORD), a public repository of structured organic reaction records. Reactants: BrC=1C=CC2=C(C=C(CCS2(=O)=O)C(=O)OC)C1 (methyl 7-bromo-1,1-dioxo-2,3-dihydro-1-benzothiepine-4-carboxylate), B(OC1=CC=C(C=C1)N1CCCC1)([O-])[O-] (4-(1-pyrrolidinyl)phenyl borate), C([O-])([O-])=O.[K+].[K+] (potassium carbonate). Reagents/catalysts: C=1C=CC(=CC1)[P](C=2C=CC=CC2)(C=3C=CC=CC3)[Pd]([P](C=4C=CC=CC4)(C=5C=CC=CC5)C=6C=CC=CC6)([P](C=7C=CC=CC7)(C=8C=CC=CC8)C=9C=CC=CC9)[P](C=1C=CC=CC1)(C=1C=CC=CC1)C=1C=CC=CC1 (tetrakistriphenylphosphinepalladium). The solvent is C1(=CC=CC=C1)C.C(C)O.O (toluene ethanol water). Run at time 1 hour. Yields the product N1(CCCC1)C1=CC=C(C=C1)C=1C=CC2=C(C=C(CCS2(=O)=O)C(=O)OC)C1 (methyl 7-[4-(1-pyrrolidinyl)phenyl]-1,1-dioxo-2,3-dihydro-1-benzothiepine-4-carboxylate). Isolated yield 33.6%. As a reaction SMILES: Br[C:2]1[CH:3]=[CH:4][C:5]2[S:11](=[O:13])(=[O:12])[CH2:10][CH2:9][C:8]([C:14]([O:16][CH3:17])=[O:15])=[CH:7][C:6]=2[CH:18]=1.B([O-])([O-])O[C:21]1[CH:26]=[CH:25][C:24]([N:27]2[CH2:31][CH2:30][CH2:29][CH2:28]2)=[CH:23][CH:22]=1.C(=O)([O-])[O-].[K+].[K+]>C1(C)C=CC=CC=1.C(O)C.O.C1C=CC([P]([Pd]([P](C2C=CC=CC=2)(C2C=CC=CC=2)C2C=CC=CC=2)([P](C2C=CC=CC=2)(C2C=CC=CC=2)C2C=CC=CC=2)[P](C2C=CC=CC=2)(C2C=CC=CC=2)C2C=CC=CC=2)(C2C=CC=CC=2)C2C=CC=CC=2)=CC=1>[N:27]1([C:24]2[CH:25]=[CH:26][C:21]([C:2]3[CH:3]=[CH:4][C:5]4[S:11](=[O:13])(=[O:12])[CH2:10][CH2:9][C:8]([C:14]([O:16][CH3:17])=[O:15])=[CH:7][C:6]=4[CH:18]=3)=[CH:22][CH:23]=2)[CH2:31][CH2:30][CH2:29][CH2:28]1 |f:2.3.4,5.6.7,^1:54,56,75,94|. Procedure details: Under argon atmosphere, a mixture of methyl 7-bromo-1,1-dioxo-2,3-dihydro-1-benzothiepine-4-carboxylate (0.80 g), 4-(1-pyrrolidinyl)phenyl borate (508 mg) and potassium carbonate (0.67 g) in toluene/ethanol/water (30/3/3 ml) was stirred at room temperature for 1 hour. To the mixture was added tetrakistriphenylphosphinepalladium (0.14 g), and the mixture was refluxed for 17 hours, cooled, extracted with ethyl acetate, washed with saturated brine, dried with magnesium sulfate and concentrated unde... Starting materials: Cl (HCl), Cl (hydrochloride), Cl (hydrochloride), ClC=1C=C(C=C(C1Cl)Cl)N1CCN(CC1)C(=O)OCC (1-(3,4,5-Trichlorophenyl)-4-ethoxycarbonylpiperazine), Br (hydrobromic acid), [OH-].[Na+] (sodium hydroxide). The solvent is O (water), C(C)O (ethanol). The product is Cl.ClC=1C=C(C=C(C1Cl)Cl)N1CCNCC1 (1-(3,4,5-Trichlorophenyl)piperazine hydrochloride). RXN SMILES: [Cl:1][C:2]1[CH:3]=[C:4]([N:10]2[CH2:15][CH2:14][N:13](C(OCC)=O)[CH2:12][CH2:11]2)[CH:5]=[C:6]([Cl:9])[C:7]=1[Cl:8].Br.[OH-].[Na+].Cl>C(O)C.O>[ClH:1].[Cl:9][C:6]1[CH:5]=[C:4]([N:10]2[CH2:11][CH2:12][NH:13][CH2:14][CH2:15]2)[CH:3]=[C:2]([Cl:1])[C:7]=1[Cl:8] |f:2.3,7.8|. Procedure: 1-(3,4,5-Trichlorophenyl)-4-ethoxycarbonylpiperazine (12.3g) was refluxed with 48% hydrobromic acid (100 ml) overnight. The reaction was cooled, water added followed by aqueous sodium hydroxide solution (600 ml; 10%). The product was extracted into ether (3 × 100 ml), the ether extracts combined, washed with water (3 × 100 ml) till neutral, dried (anh. Na2SO4) and evaporated giving a brown oil which soon solidified (10.14g). The free base was converted to the hydrochloride (9.42g) by dissolving ... The reactants are C(C)(=O)OC12CC3CC(CC(C1)C3)C2 (1-acetoxyadamantane), S(O)(O)(=O)=O (sulfuric acid), 22.C, OC=1C=C2C=CC(=CC2=CC1)Br (6-hydroxy-2-bromonaphthalene). The solvent is CCCCCCC (n-heptane). Procedure: In a 100 ml flask, under a nitrogen atmosphere, are placed 2 g of 1-acetoxyadamantane and 20 ml of n-heptane, and 0.5 g of concentrated sulfuric acid is introduced drop by drop. At a temperature of about 22.C, 2.3 of 6-hydroxy-2-bromonaphthalene are added slowly and the mixture is left in vigorous agitation. The solvent is eliminated by filtration and the solid residue in suspension in the water is collected. The residue is filtered and then washed until neutrality is obtained. The resulting red... RXN SMILES: C(O[C:5]12[CH2:14][CH:9]3[CH2:10][CH:11]([CH2:13][CH:7]([CH2:8]3)[CH2:6]1)[CH2:12]2)(=O)C.S(=O)(=O)(O)O.[OH:20][C:21]1[CH:22]=[C:23]2[C:28](=[CH:29][CH:30]=1)[CH:27]=[C:26]([Br:31])[CH:25]=[CH:24]2>CCCCCCC>[C:5]12([C:30]3[CH:29]=[C:28]4[C:23]([CH:24]=[CH:25][C:26]([Br:31])=[CH:27]4)=[CH:22][C:21]=3[OH:20])[CH2:14][CH:9]3[CH2:10][CH:11]([CH2:13][CH:7]([CH2:8]3)[CH2:6]1)[CH2:12]2. The product is C12(CC3CC(CC(C1)C3)C2)C2=C(C=C3C=CC(=CC3=C2)Br)O (7-(1-adamantyl)-6-hydroxy-2-bromonaphthalene). Starting materials: [O-]C#N.[Na+] (sodium cyanate), NC1=C(C(=O)OC)C=CC(=C1)Br (methyl 2-amino-4-bromobenzoate). Solvent: C(C)(=O)O (acetic acid), O (water). Product: BrC=1C=CC2=C(NC(OC2=O)=O)C1 (7-bromo-1H-benzo[d]-1,3-oxazine-2,4-dione). The yield is 72.5%. RXN SMILES: [O-:1]C#N.[Na+].[NH2:5][C:6]1[CH:15]=[C:14]([Br:16])[CH:13]=[CH:12][C:7]=1[C:8]([O:10][CH3:11])=[O:9]>C(O)(=O)C.O>[Br:16][C:14]1[CH:13]=[CH:12][C:7]2[C:8](=[O:9])[O:10][C:11](=[O:1])[NH:5][C:6]=2[CH:15]=1 |f:0.1|. Procedure details: 87.0 g (1.33 mol) of sodium cyanate were added to 269.0 g (1.17 mol) of methyl 2-amino-4-bromobenzoate in 1.2 l of acetic acid with stirring at room temperature, and the mixture was subsequently stirred for a further 22 h. The reaction mixture was diluted with 1.5 l of water, and the residue was filtered off with suction. 0.42 l of sodium hydroxide solution (32%) was added to the solid, the mixture was diluted with 3.5 l of water and heated on a steam bath for 4 h. After cooling, the solid resid...